From a dataset of the Open Reaction Database (ORD), a public repository of structured organic reaction records. describe an organic reaction: reactants, conditions, products, and yield Starting materials: CCOC(=O)C(=O)c1cccs1, CC(C)=O, Cl, O. Product: O=C(O)C(=O)c1cccs1. RXN SMILES: [CH2:1]([CH3:2])[O:3][C:4]([C:5](=[O:6])[c:7]1[s:8][cH:9][cH:10][cH:11]1)=[O:12].[CH3:14][C:15](=[O:16])[CH3:17].[ClH:13].[OH2:18]>>[O:3]=[C:4]([C:5](=[O:6])[c:7]1[s:8][cH:9][cH:10][cH:11]1)[OH:12]. RXN SMILES: [F:1][C:2]1[CH:3]=[C:4]([CH:9]=[CH:10][C:11]([OH:13])=[O:12])[CH:5]=[C:6]([F:8])[CH:7]=1.[H][H]>O1CCCC1.[Pd].C(OCC)(=O)C>[F:1][C:2]1[CH:3]=[C:4]([CH2:9][CH2:10][C:11]([OH:13])=[O:12])[CH:5]=[C:6]([F:8])[CH:7]=1. Yield: 98.8%. The solvent is O1CCCC1 (tetrahydrofuran), C(C)(=O)OCC (ethyl acetate). Product: FC=1C=C(C=C(C1)F)CCC(=O)O (3-(3,5-Difluorophenyl)propanoic acid). Procedure details: A solution of 3-(3,5-difluorophenyl)propenoic acid (0.0435 mol) in tetrahydrofuran (100 ml) and a slurry of 10% palladium on carbon (1.5 g) in ethyl acetate were shaken together under 50 psi hydrogen for 4 hours. The mixture was filtered and concentrated to yield 8 g (99%) of a yellow oil. The reactants are FC=1C=C(C=C(C1)F)C=CC(=O)O (3-(3,5-difluorophenyl)propenoic acid), [H][H] (hydrogen). Reagents/catalysts: [Pd] (palladium on carbon). The reactants are NC1=NC=C(C(=N1)N1N=CC2=CC=C(C=C12)C#CC(C)(O)C)Br (4-[1-(2-amino-5-bromo-pyrimidin-4-yl)indazol-6-yl]-2-methyl-but-3-yn-2-ol), CN1N=CC(=C1)B1OC(C)(C)C(C)(C)O1 (1-methyl-4-pyrazoleboronic acid pinacol ester). The product is NC1=NC=C(C(=N1)N1N=CC2=CC=C(C=C12)C#CC(C)(O)C)C=1C=NN(C1)C (4-[1-[2-amino-5-(1-methylpyrazol-4-yl)pyrimidin-4-yl]indazol-6-yl]-2-methyl-but-3-yn-2-ol). As a reaction SMILES: [NH2:1][C:2]1[N:7]=[C:6]([N:8]2[C:16]3[C:11](=[CH:12][CH:13]=[C:14]([C:17]#[C:18][C:19]([CH3:22])([OH:21])[CH3:20])[CH:15]=3)[CH:10]=[N:9]2)[C:5](Br)=[CH:4][N:3]=1.[CH3:24][N:25]1[CH:29]=[C:28](B2OC(C)(C)C(C)(C)O2)[CH:27]=[N:26]1>>[NH2:1][C:2]1[N:7]=[C:6]([N:8]2[C:16]3[C:11](=[CH:12][CH:13]=[C:14]([C:17]#[C:18][C:19]([CH3:22])([OH:21])[CH3:20])[CH:15]=3)[CH:10]=[N:9]2)[C:5]([C:28]2[CH:27]=[N:26][N:25]([CH3:24])[CH:29]=2)=[CH:4][N:3]=1. Procedure: 5-bromo-4-(6-bromoindazol-1-yl)pyrimidin-2-amine (3 g) was reacted with 2-methyl-3-butyn-2-ol (1 eq) via Sonagashira Coupling to afford 0.7 g of 4-[1-(2-amino-5-bromo-pyrimidin-4-yl)indazol-6-yl]-2-methyl-but-3-yn-2-ol following flash column chromatography. 4-[1-(2-amino-5-bromo-pyrimidin-4-yl)indazol-6-yl]-2-methyl-but-3-yn-2-ol (0.1 g) was reacted with 1-methyl-4-pyrazoleboronic acid pinacol ester via Suzuki Coupling to afford 12.2 mg of 4-[1-[2-amino-5-(1-methylpyrazol-4-yl)pyrimidin-4-yl]ind... Starting materials: ClCC(=O)OC(C)(C)C (t-butyl chloroacetate), [I-].[Na+] (sodium iodide). Solvent: CC(=O)C (acetone). Yields the product ICC(=O)OC(C)(C)C (t-butyl iodoacetate). Yield: 77.8%. As a reaction SMILES: Cl[CH2:2][C:3]([O:5][C:6]([CH3:9])([CH3:8])[CH3:7])=[O:4].[I-:10].[Na+]>CC(C)=O>[I:10][CH2:2][C:3]([O:5][C:6]([CH3:9])([CH3:8])[CH3:7])=[O:4] |f:1.2|. Procedure details: A mixture of t-butyl chloroacetate (20 g) and sodium iodide (25 g) is stirred in acetone (200 ml) for twenty hours. The acetone is removed by distillation under reduced pressure. The residue is partitioned between diethyl ether (100 ml) and water (50 ml). The ether layer is washed with water, 5% sodium thiosulfate solution, and water. The organic layer is dried over sodium sulfate, and evaporated under reduced pressure. There is obtained 25 grams of t-butyl iodoacetate. NMR: 63.5, 1.38.